Dataset: the Open Reaction Database (ORD), a public repository of structured organic reaction records. Task: describe an organic reaction: reactants, conditions, products, and yield Starting materials: O=C(O)c1ccc(B(O)O)cc1F, CCS(=O)(=O)c1ccc(I)cn1, [Na+], [Na+], O=C([O-])[O-], C1COCCO1. The product is CCS(=O)(=O)c1ccc(-c2ccc(C(=O)O)c(F)c2)cn1. As a reaction SMILES: [C:13](=[O:14])([OH:15])[c:16]1[c:17]([F:25])[cH:18][c:19]([B:22]([OH:23])[OH:24])[cH:20][cH:21]1.[CH2:1]([CH3:2])[S:3](=[O:4])(=[O:5])[c:6]1[n:7][cH:8][c:9]([I:12])[cH:10][cH:11]1.[Na+:26].[Na+:27].[O-:28][C:29](=[O:30])[O-:31].[O:32]1[CH2:33][CH2:34][O:35][CH2:36][CH2:37]1>>[CH2:1]([CH3:2])[S:3](=[O:4])(=[O:5])[c:6]1[n:7][cH:8][c:9](-[c:19]2[cH:18][c:17]([F:25])[c:16]([C:13](=[O:14])[OH:15])[cH:21][cH:20]2)[cH:10][cH:11]1. The reactants are OC1=NC=NC2=CC(=CC=C12)C(=O)O ((4-Hydroxy-quinazolin-7-yl)-carboxylic acid), C(=O)(C=1NC=CN1)C=1NC=CN1 (carbonyl diimidazole), O.NN (Hydrazine hydrate). The solvent is C1CCOC1 (THF). Reaction conditions: time 18 hour. Yields the product OC1=NC=NC2=CC(=CC=C12)C(=O)NN (4-Hydroxy quinazoline-7-hydrazide). As a reaction SMILES: [OH:1][C:2]1[C:11]2[C:6](=[CH:7][C:8]([C:12]([OH:14])=O)=[CH:9][CH:10]=2)[N:5]=[CH:4][N:3]=1.C(C1NC=CN=1)(C1NC=CN=1)=O.O.[NH2:28][NH2:29]>C1COCC1>[OH:1][C:2]1[C:11]2[C:6](=[CH:7][C:8]([C:12]([NH:28][NH2:29])=[O:14])=[CH:9][CH:10]=2)[N:5]=[CH:4][N:3]=1 |f:2.3|. Procedure details: (4-Hydroxy-quinazolin-7-yl)-carboxylic acid (0.5 g) in dry THF (20 ml) was treated with carbonyl diimidazole (0.85 g) under nitrogen for 6 hours at room temperature. Hydrazine hydrate was added and stirring was continued for 18 hours. The mixture was filtered to give the title compound (0.41 g); m/z (M+1+) 205. The reactants are cuprous iodide, BrC=1C=C2CCC(NC2=CC1)=O (6-bromo-3,4-dihydrocarbostyril), C(C#C)N1C=NC=C1 (N-propargylimidazole), C([O-])([O-])=O.[K+].[K+] (potassium carbonate). Reagents/catalysts: [Pd](Cl)Cl.C1(=CC=CC=C1)P(C1=CC=CC=C1)C1=CC=CC=C1.C1(=CC=CC=C1)P(C1=CC=CC=C1)C1=CC=CC=C1 (bis (triphenylphosphine) palladium (II) dichloride). Solvent: N1=CC=CC=C1 (pyridine), C(C)N(CC)CC (triethylamine). Product: N1(C=NC=C1)CC#CC=1C=C2CCC(NC2=CC1)=O (6-[3-(imidazol-1-yl)-prop-1-yn-1-yl]-3,4-dihydrocarbostyril). RXN SMILES: Br[C:2]1[CH:3]=[C:4]2[C:9](=[CH:10][CH:11]=1)[NH:8][C:7](=[O:12])[CH2:6][CH2:5]2.[CH2:13]([N:16]1[CH:20]=[CH:19][N:18]=[CH:17]1)[C:14]#[CH:15].C(=O)([O-])[O-].[K+].[K+]>N1C=CC=CC=1.C(N(CC)CC)C.[Pd](Cl)Cl.C1(P(C2C=CC=CC=2)C2C=CC=CC=2)C=CC=CC=1.C1(P(C2C=CC=CC=2)C2C=CC=CC=2)C=CC=CC=1>[N:16]1([CH2:13][C:14]#[C:15][C:2]2[CH:3]=[C:4]3[C:9](=[CH:10][CH:11]=2)[NH:8][C:7](=[O:12])[CH2:6][CH2:5]3)[CH:20]=[CH:19][N:18]=[CH:17]1 |f:2.3.4,7.8.9|. Procedure: A mixture of 11.6 mg of cuprous iodide, 86 mg of bis (triphenylphosphine) palladium (II) dichloride, 1.5 g of 6-bromo-3,4-dihydrocarbostyril and 774 mg of N-propargylimidazole was stirred in a mixture of 10 ml of pyridine and 2 ml of triethylamine at 100° C. for 48 hours under nitrogen. The reaction was then treated with 10 ml of saturated aqueous potassium carbonate and extracted with a solution of 10% methanol in methylene chloride. The extract was dried over anhydrous sodium sulfate, the solv... Reactants: C1OC23[C@]4(C)[C@@H](CC2(OCCO3)OC1)[C@@H]1CC(C3CCCC[C@]3(C)[C@H]1CC4)=C(F)F (17,17-bis(ethylendioxy)-6-difluoromethyleneandrostane), C=C1C[C@H]2[C@@H]3CCC([C@@]3(C)CC[C@@H]2[C@]2(CCC(CC12)=O)C)=O (6-methyleneandrostane-3,17-dione). The product is FC(=C1C[C@H]2[C@@H]3CCC([C@@]3(C)CC[C@@H]2[C@]2(CCC(CC12)=O)C)=O)F (6-Difluoromethyleneandrostane-3,17-dione). The yield is 99.0%. As a reaction SMILES: C1CO[C:8]23OCC[O:12][C:3]2([C@:4]2([CH2:27][CH2:26][C@H:25]4[C@@H:15]([CH2:16][C:17](=[C:28]([F:30])[F:29])[CH:18]5[C@:23]4([CH3:24])[CH2:22][CH2:21][CH2:20][CH2:19]5)[C@@H:6]2[CH2:7]3)[CH3:5])O1.C=C1C2[C@](C)(CCC(=[O:50])C2)[C@@H]2[C@H]([C@H]3[C@@](CC2)(C)C(=O)CC3)C1>>[F:29][C:28]([F:30])=[C:17]1[CH:18]2[C@:23]([CH3:24])([CH2:22][CH2:21][C:20](=[O:50])[CH2:19]2)[C@@H:25]2[C@H:15]([C@H:6]3[C@@:4]([CH2:27][CH2:26]2)([CH3:5])[C:3](=[O:12])[CH2:8][CH2:7]3)[CH2:16]1. Procedure details: The title compound II-ak was prepared in 99% yield from 3,3:17,17-bis(ethylendioxy)-6-difluoromethyleneandrostane by the procedure described above for the preparation of 6-methyleneandrostane-3,17-dione (II-ac, Prepn. 13). The combined organic extracts were washed with H2O, dried over Na2SO4 and evaporated to dryness. 1H-NMR (300 MHz, acetone-d6, ppm from TMS): δ 2.85-0.95 (20H, m), 1.12 (3H, s), 0.88 (3H, s). Starting materials: C1(C=CCCC1)N1C2=NC(=NC(=C2N=C1)N)OCC (9-(2-cyclohexenyl)-2-ethoxy-9H-adenine), C1(C=CCCC1)N1C2=NC(=NC(=C2N=C1)N)OC (9-(2-cyclohexenyl)-2-methoxy-9H-adenine). The product is COC1=NC(=C2N=CN(C2=N1)C1CCCCC1)N (2-Methoxy-9-cyclohexyl-9H-adenine). As a reaction SMILES: [CH:1]1([N:7]2[CH:15]=[N:14][C:13]3[C:8]2=[N:9][C:10]([O:17][CH2:18]C)=[N:11][C:12]=3[NH2:16])[CH2:6][CH2:5][CH2:4][CH:3]=[CH:2]1.C1(N2C=NC3C2=NC(OC)=NC=3N)CCCC=C1>>[CH3:18][O:17][C:10]1[N:9]=[C:8]2[C:13]([N:14]=[CH:15][N:7]2[CH:1]2[CH2:6][CH2:5][CH2:4][CH2:3][CH2:2]2)=[C:12]([NH2:16])[N:11]=1. Procedure: If the procedure of Example 8 is repeated with the 9-(2-cyclohexenyl)-2-ethoxy-9H-adenine used therein replaced by an equivalent weight of 9-(2-cyclohexenyl)-2-methoxy-9H-adenine, there is produced the title product. Starting materials: ClC=1N(C2=NC(=NC(=C2N1)N1CCOCC1)C=1C=NC(=NC1)N)CC(C)C (5-(8-chloro-9-isobutyl-6-morpholin-4-yl-9H-purin-2-yl)pyrimidin-2-amine), C[C@@H]1NCCNC1 ((2S)-2-methylpiperazine), CN1C(CCC1)=O (N-Methylpyrrolidone). Run at temperature 120 celsius, time 4 hour. The product is C(=O)[O-] (formate), C(C(C)C)N1C2=NC(=NC(=C2N=C1N1C[C@@H](NCC1)C)N1CCOCC1)C=1C=NC(=NC1)N (5-{9-Isobutyl-8-[(3S)-3-methylpiperazin-1-yl]-6-morpholin-4-yl-9H-purin-2-yl}pyrimidin-2-amine). RXN SMILES: Cl[C:2]1[N:3]([CH2:24][CH:25]([CH3:27])[CH3:26])[C:4]2[C:9]([N:10]=1)=[C:8]([N:11]1[CH2:16][CH2:15][O:14][CH2:13][CH2:12]1)[N:7]=[C:6]([C:17]1[CH:18]=[N:19][C:20]([NH2:23])=[N:21][CH:22]=1)[N:5]=2.[CH3:28][C@H:29]1[CH2:34][NH:33][CH2:32][CH2:31][NH:30]1.CN1CCCC1=[O:41]>>[CH:15]([O-:14])=[O:41].[CH2:24]([N:3]1[C:2]([N:33]2[CH2:32][CH2:31][NH:30][C@@H:29]([CH3:28])[CH2:34]2)=[N:10][C:9]2[C:4]1=[N:5][C:6]([C:17]1[CH:18]=[N:19][C:20]([NH2:23])=[N:21][CH:22]=1)=[N:7][C:8]=2[N:11]1[CH2:16][CH2:15][O:14][CH2:13][CH2:12]1)[CH:25]([CH3:27])[CH3:26]. Procedure: N-Methylpyrrolidone (2 ml) was added to 5-(8-chloro-9-isobutyl-6-morpholin-4-yl-9H-purin-2-yl)pyrimidin-2-amine (200 mg, 0.51 mmol) and (2S)-2-methylpiperazine (412 mg, 4.1 mmol) and the resulting mixture was stirred at 120° C. for 4 hours. The reaction mixture was purified by preparative HPLC (column, NOMURA Develosil Combi-RP-5; mobile phase, acetonitrile/water/formic acid) to give a formate of the title compound (192 mg) as a white solid. Starting materials: Cl (hydrochloride), C([O-])(O)=O.[Na+] (sodium bicarbonate), [H-] (hydride), carboxymethyl cellulose sodium, Cl.OC1[C@H](N)[C@@H](O)[C@H](O)[C@H](O1)CO (glucosamine-hydrochloride), C(#N)[BH3-].[Na+] (sodium cyanoborohydride). Procedure: Reactions of carboxymethyl cellulose sodium salt (0.5-1.0% w/v) were carried out with glucosamine-hydrochloride (1.5-3.0% w/v) in the presence of equimolar amounts of base, such as a sodium bicarbonate solution (0.55-1.1% w/v) to neutralize the hydrochloride, sodium cyanoborohydride as hydride and as reducing reagent (0.27-0.50% w/v), at room temperature, producing 2-amino-2-deoxy-glucose derivatives of carboxymethyl cellulose with nitrogen incorporation values of 2.60-3.07%, as shown in Table 2... As a reaction SMILES: Cl.[OH:2][CH:3]1[O:11][C@H:10]([CH2:12][OH:13])[C@@H:8]([OH:9])[C@H:6]([OH:7])[C@H:4]1[NH2:5].C(=O)(O)[O-].[Na+].Cl.C([BH3-])#N.[Na+].[H-]>>[NH2:5][C@H:4]([C@H:6]([C@@H:8]([C@@H:10]([CH2:12][OH:13])[OH:11])[OH:9])[OH:7])[CH:3]=[O:2] |f:0.1,2.3,5.6|. Product: N[C@@H](C=O)[C@@H](O)[C@H](O)[C@H](O)CO (2-amino-2-deoxy-glucose), carboxymethyl cellulose. The reactants are CC(C)(C)OC(=O)N1CCN(c2ncc(Br)s2)CC1, O=C([O-])[O-], COCCOC, [K+], [K+], O, c1ccc(P(c2ccccc2)(c2ccccc2)[Pd](P(c2ccccc2)(c2ccccc2)c2ccccc2)(P(c2ccccc2)(c2ccccc2)c2ccccc2)P(c2ccccc2)(c2ccccc2)c2ccccc2)cc1, CC1(C)OB(c2cnc(N)c(-c3nc4ccccc4s3)c2)OC1(C)C. Product: CC(C)(C)OC(=O)N1CCN(c2ncc(-c3cnc(N)c(-c4nc5ccccc5s4)c3)s2)CC1. RXN SMILES: [C:1]([CH3:2])([CH3:3])([CH3:4])[O:5][C:6](=[O:7])[N:8]1[CH2:9][CH2:10][N:11]([c:14]2[s:15][c:16]([Br:19])[cH:17][n:18]2)[CH2:12][CH2:13]1.[C:45](=[O:46])([O-:47])[O-:48].[CH3:128][O:129][CH2:130][CH2:131][O:132][CH3:133].[K+:49].[K+:50].[OH2:134].[cH:51]1[cH:52][cH:53][c:54]([P:55]([Pd:56]([P:57]([c:58]2[cH:59][cH:60][cH:61][cH:62][cH:63]2)([c:64]2[cH:65][cH:66][cH:67][cH:68][cH:69]2)[c:70]2[cH:71][cH:72][cH:73][cH:74][cH:75]2)([P:76]([c:77]2[cH:78][cH:79][cH:80][cH:81][cH:82]2)([c:83]2[cH:84][cH:85][cH:86][cH:87][cH:88]2)[c:89]2[cH:90][cH:91][cH:92][cH:93][cH:94]2)[P:95]([c:96]2[cH:97][cH:98][cH:99][cH:100][cH:101]2)([c:102]2[cH:103][cH:104][cH:105][cH:106][cH:107]2)[c:108]2[cH:109][cH:110][cH:111][cH:112][cH:113]2)([c:114]2[cH:115][cH:116][cH:117][cH:118][cH:119]2)[c:120]2[cH:121][cH:122][cH:123][cH:124][cH:125]2)[cH:126][cH:127]1.[s:20]1[c:21](-[c:29]2[c:30]([NH2:44])[n:31][cH:32][c:33]([B:35]3[O:36][C:37]([CH3:38])([CH3:39])[C:40]([CH3:41])([CH3:42])[O:43]3)[cH:34]2)[n:22][c:23]2[c:24]1[cH:25][cH:26][cH:27][cH:28]2>>[C:1]([CH3:2])([CH3:3])([CH3:4])[O:5][C:6](=[O:7])[N:8]1[CH2:9][CH2:10][N:11]([c:14]2[s:15][c:16](-[c:33]3[cH:32][n:31][c:30]([NH2:44])[c:29](-[c:21]4[s:20][c:24]5[c:23]([n:22]4)[cH:28][cH:27][cH:26][cH:25]5)[cH:34]3)[cH:17][n:18]2)[CH2:12][CH2:13]1.